This data is from the Open Reaction Database (ORD), a public repository of structured organic reaction records. The task is: describe an organic reaction: reactants, conditions, products, and yield Reactants: C1(CC1)N1C=C(C(C2=C(C(=C(C(=C12)F)F)F)C=C)=O)C(=O)O (1-cyclopropyl-6,7,8-trifluoro-1,4-dihydro-4-oxo-5-vinyl-3-quinolinecarboxylic acid), CCCCCCC (heptane), C1CN2CCN1CC2 (DABCO), O (water). Solvent: C(C)#N (acetonitrile), CN(C=O)C (dimethylformamide). Yields the product C1(CC1)N1C=C(C(C2=C(C(=C(C(=C12)F)N1C2CN(C(C1)C2)C)F)C=C)=O)C(=O)O (1-cyclopropyl-6,8-difluoro-1,4-dihydro-7-(2-methyl-2,5-diazabicyclo[2.2.1]hept-5-yl)-4-oxo-5-vinyl-3-quinolinecarboxylic acid). Reaction SMILES: [CH:1]1([N:4]2[C:13]3[C:8](=[C:9]([CH:17]=[CH2:18])[C:10]([F:16])=[C:11](F)[C:12]=3[F:14])[C:7](=[O:19])[C:6]([C:20]([OH:22])=[O:21])=[CH:5]2)[CH2:3][CH2:2]1.[CH3:23]CCCCCC.[CH2:30]1[N:35]2[CH2:36]C[N:32]([CH2:33][CH2:34]2)[CH2:31]1.O>C(#N)C.CN(C)C=O>[CH:1]1([N:4]2[C:13]3[C:8](=[C:9]([CH:17]=[CH2:18])[C:10]([F:16])=[C:11]([N:32]4[CH2:33][CH:34]5[CH2:23][CH:31]4[CH2:30][N:35]5[CH3:36])[C:12]=3[F:14])[C:7](=[O:19])[C:6]([C:20]([OH:22])=[O:21])=[CH:5]2)[CH2:2][CH2:3]1. Procedure details: 0.93 g of 1-cyclopropyl-6,7,8-trifluoro-1,4-dihydro-4-oxo-5-vinyl-3-quinolinecarboxylic acid, 0.5 g of 2-methyl-2,5-diazabicyolo[2.2.1]heptane and 0.36 g of DABCO are refluxed for 2 hours in a mixture of 6 ml of acetonitrile and 3 ml of dimethylformamide. At room temperature, the reaction mixture is treated with 2 ml of water, and the solid is filtered off with suction, washed with water and dried. 0.9 g of 1-cyclopropyl-6,8-difluoro-1,4-dihydro-7-(2-methyl-2,5-diazabicyclo[2.2.1]hept-5-yl)-4-ox... Starting materials: C1CCNC1, C1CCOC1, CC(C)(C)[O-], COC(=O)c1ccc(-n2cnc(C)c2)c(OC)c1, CCOC(C)=O, COCCO[Al+]OCCOC, [H-], [H-], [Na+], [Na+], [OH-]. The product is COc1cc(C=O)ccc1-n1cnc(C)c1. RXN SMILES: [CH2:1]1[CH2:2][NH:3][CH2:4][CH2:5]1.[CH2:45]1[O:46][CH2:47][CH2:48][CH2:49]1.[CH3:20][C:21]([CH3:22])([O-:23])[CH3:24].[CH3:25][O:26][c:27]1[cH:28][c:29]([C:30](=[O:31])[O:32][CH3:33])[cH:34][cH:35][c:36]1-[n:37]1[cH:38][n:39][c:40]([CH3:42])[cH:41]1.[CH3:50][CH2:51][O:52][C:53](=[O:54])[CH3:55].[CH3:7][O:8][CH2:9][CH2:10][O:11][Al+:12][O:13][CH2:14][CH2:15][O:16][CH3:17].[H-:19].[H-:6].[Na+:18].[Na+:44].[OH-:43]>>[CH3:25][O:26][c:27]1[cH:28][c:29]([CH:30]=[O:31])[cH:34][cH:35][c:36]1-[n:37]1[cH:38][n:39][c:40]([CH3:42])[cH:41]1.